This data is from the Open Reaction Database (ORD), a public repository of structured organic reaction records. The task is: describe an organic reaction: reactants, conditions, products, and yield Starting materials: ClC1=CC=C(C=C1)C=1NC=CC1C#N (2-(p-chlorophenyl)pyrrole-3-carbonitrile), S(=O)(=O)(Cl)Cl (sulfuryl chloride), Product. The solvent is C(C)(=O)O (acetic acid). Conditions: time 45 minute. Product: ClC1=CC(=C(N1)C1=CC=C(C=C1)Cl)C#N (5-chloro-2-(p-chlorophenyl)pyrrole-3-carbonitrile). Isolated yield 58.0%. As a reaction SMILES: [Cl:1][C:2]1[CH:7]=[CH:6][C:5]([C:8]2[NH:9][CH:10]=[CH:11][C:12]=2[C:13]#[N:14])=[CH:4][CH:3]=1.S(Cl)([Cl:18])(=O)=O>C(O)(=O)C>[Cl:18][C:10]1[NH:9][C:8]([C:5]2[CH:4]=[CH:3][C:2]([Cl:1])=[CH:7][CH:6]=2)=[C:12]([C:13]#[N:14])[CH:11]=1. Procedure details: To a 35° C. magnetically stirred solution of 2.40 g (11.8 mmol., 1.00 equivalent) of 2-(p-chlorophenyl)pyrrole-3-carbonitrile, and 65 mL of glacial acetic acid is added dropwise by syringe 0.75 mL (1.26 g, 9.34 mmol., 0.79 equivalent) of sulfuryl chloride over a period of 5 minutes. Approximately 5 minutes after the completion of the addition, a solid precipitated out of the reaction solution. After stirring at room temperature for 45 minutes, the reaction mixture is filtered and the collected s... Reactants: NCCCN1CCN(C(c2ccccc2)c2ccccn2)CC1, O=C(O)C1CSC(c2cccnc2)N1. Yields the product O=C(NCCCN1CCN(C(c2ccccc2)c2ccccn2)CC1)C1CSC(c2cccnc2)N1. As a reaction SMILES: [n:15]1[c:16]([CH:21]([c:22]2[cH:23][cH:24][cH:25][cH:26][cH:27]2)[N:28]2[CH2:29][CH2:30][N:31]([CH2:34][CH2:35][CH2:36][NH2:37])[CH2:32][CH2:33]2)[cH:17][cH:18][cH:19][cH:20]1.[n:1]1[cH:2][c:3]([CH:7]2[S:8][CH2:9][CH:10]([C:12](=[O:13])[OH:14])[NH:11]2)[cH:4][cH:5][cH:6]1>>[n:1]1[cH:2][c:3]([CH:7]2[S:8][CH2:9][CH:10]([C:12](=[O:14])[NH:37][CH2:36][CH2:35][CH2:34][N:31]3[CH2:30][CH2:29][N:28]([CH:21]([c:16]4[n:15][cH:20][cH:19][cH:18][cH:17]4)[c:22]4[cH:23][cH:24][cH:25][cH:26][cH:27]4)[CH2:33][CH2:32]3)[NH:11]2)[cH:4][cH:5][cH:6]1. Starting materials: CC(C)c1cc(C#N)cc2nc(-c3ccc(C(=O)NCc4ccc(Br)cc4)cc3)oc12, O=C([O-])[O-], CCO, Cc1ccc(B(O)O)cc1, Cc1ccccc1, CCOC(C)=O, [K+], [K+], O, c1ccc(P(c2ccccc2)(c2ccccc2)[Pd](P(c2ccccc2)(c2ccccc2)c2ccccc2)(P(c2ccccc2)(c2ccccc2)c2ccccc2)P(c2ccccc2)(c2ccccc2)c2ccccc2)cc1. Yields the product Cc1ccc(-c2ccc(CNC(=O)c3ccc(-c4nc5cc(C#N)cc(C(C)C)c5o4)cc3)cc2)cc1. RXN SMILES: [Br:1][c:2]1[cH:3][cH:4][c:5]([CH2:6][NH:7][C:8]([c:9]2[cH:10][cH:11][c:12](-[c:15]3[o:16][c:17]4[c:18]([n:19]3)[cH:20][c:21]([C:27]#[N:28])[cH:22][c:23]4[CH:24]([CH3:25])[CH3:26])[cH:13][cH:14]2)=[O:29])[cH:30][cH:31]1.[C:45](=[O:46])([O-:47])[O-:48].[CH3:32][CH2:33][OH:34].[CH3:35][c:36]1[cH:37][cH:38][c:39]([B:42]([OH:43])[OH:44])[cH:40][cH:41]1.[CH3:51][c:52]1[cH:53][cH:54][cH:55][cH:56][cH:57]1.[CH3:59][CH2:60][O:61][C:62](=[O:63])[CH3:64].[K+:49].[K+:50].[OH2:58].[cH:65]1[cH:66][cH:67][c:68]([P:69]([Pd:70]([P:71]([c:72]2[cH:73][cH:74][cH:75][cH:76][cH:77]2)([c:78]2[cH:79][cH:80][cH:81][cH:82][cH:83]2)[c:84]2[cH:85][cH:86][cH:87][cH:88][cH:89]2)([P:90]([c:91]2[cH:92][cH:93][cH:94][cH:95][cH:96]2)([c:97]2[cH:98][cH:99][cH:100][cH:101][cH:102]2)[c:103]2[cH:104][cH:105][cH:106][cH:107][cH:108]2)[P:109]([c:110]2[cH:111][cH:112][cH:113][cH:114][cH:115]2)([c:116]2[cH:117][cH:118][cH:119][cH:120][cH:121]2)[c:122]2[cH:123][cH:124][cH:125][cH:126][cH:127]2)([c:128]2[cH:129][cH:130][cH:131][cH:132][cH:133]2)[c:134]2[cH:135][cH:136][cH:137][cH:138][cH:139]2)[cH:140][cH:141]1>>[c:2]1(-[c:39]2[cH:38][cH:37][c:36]([CH3:35])[cH:41][cH:40]2)[cH:3][cH:4][c:5]([CH2:6][NH:7][C:8]([c:9]2[cH:10][cH:11][c:12](-[c:15]3[o:16][c:17]4[c:18]([n:19]3)[cH:20][c:21]([C:27]#[N:28])[cH:22][c:23]4[CH:24]([CH3:25])[CH3:26])[cH:13][cH:14]2)=[O:29])[cH:30][cH:31]1. Starting materials: Br, CCOC(C)=O, [Cu]Br, O=N[O-], Nc1cc(C2CNC(=O)C2)ccc1Cl, [Na+], O, O. Yields the product O=C1CC(c2ccc(Cl)c(Br)c2)CN1. Reaction SMILES: [BrH:25].[CH3:19][CH2:20][O:21][C:22](=[O:23])[CH3:24].[Cu:28][Br:29].[N:15]([O-:16])=[O:17].[NH2:1][c:2]1[cH:3][c:4]([CH:9]2[CH2:10][C:11](=[O:14])[NH:12][CH2:13]2)[cH:5][cH:6][c:7]1[Cl:8].[Na+:18].[OH2:26].[OH2:27]>>[c:2]1([Br:25])[cH:3][c:4]([CH:9]2[CH2:10][C:11](=[O:14])[NH:12][CH2:13]2)[cH:5][cH:6][c:7]1[Cl:8].